From a dataset of the Open Reaction Database (ORD), a public repository of structured organic reaction records. describe an organic reaction: reactants, conditions, products, and yield The reactants are O (water), N1=CC=C(C=C1)N1CCN(CC1)C1=CC=C(C=C1)OC (4-[4-(4-pyridyl)-piperazin-1-yl]anisole), N (ammonia). Solvent: Br (hydrobromic acid). Yields the product N1=CC=C(C=C1)N1CCN(CC1)C1=CC=C(C=C1)O (4-[4-(4-pyridyl)piperazin-1-yl]phenol). Yield: 95.6%. As a reaction SMILES: [N:1]1[CH:6]=[CH:5][C:4]([N:7]2[CH2:12][CH2:11][N:10]([C:13]3[CH:18]=[CH:17][C:16]([O:19]C)=[CH:15][CH:14]=3)[CH2:9][CH2:8]2)=[CH:3][CH:2]=1.O.N>Br>[N:1]1[CH:6]=[CH:5][C:4]([N:7]2[CH2:8][CH2:9][N:10]([C:13]3[CH:18]=[CH:17][C:16]([OH:19])=[CH:15][CH:14]=3)[CH2:11][CH2:12]2)=[CH:3][CH:2]=1. Procedure details: The product from step (i) (1.5 g) in concentrated hydrobromic acid (30 ml) was heated under argon at 130°-135° C. for 21/2 hours. The solution was cooled, poured into water (150 ml) and basified with aqueous ammonia. The precipitate was filtered, washed with water and dried to give 4-[4-(4-pyridyl)piperazin-1-yl]phenol (1.36 g) as a solid: m.p. 310°-312° C.; NMR(d6DMSO) δ 8.2(2H,d); 6.8(4H,m); 6.66(2H,d); 3.45(4H,m); 3.08(4H,m). Reactants: FC(C(=O)O)(F)F.N1C[C@H](CC1)CNC(=O)C=1OC(=CC1)Br (5-bromo-furan-2-carboxylic acid ((S)-1-pyrrolidin-3-ylmethyl)-amide trifluoro acetate), [N+](=O)([O-])C1=CC=C(C=C1)OC(NC1=C(C=C(C=C1)N1C(C=CC=C1)=O)F)=O ([2-fluoro-4-(2-oxo-2H-pyridin-1-yl)-phenyl]-carbamic acid 4-nitro-phenyl ester). Yields the product FC1=C(C=CC(=C1)N1C(C=CC=C1)=O)NC(=O)N1C[C@H](CC1)CNC(=O)C=1OC(=CC1)Br ((R)-3-{[(5-bromo-furan-2-carbonyl)-amino]-methyl}-pyrrolidine-1-carboxylic acid[2-fluoro-4-(2-oxo-2H-pyridin-1-yl)-phenyl]-amide). RXN SMILES: FC(F)(F)C(O)=O.[NH:8]1[CH2:12][CH2:11][C@H:10]([CH2:13][NH:14][C:15]([C:17]2[O:18][C:19]([Br:22])=[CH:20][CH:21]=2)=[O:16])[CH2:9]1.[N+](C1C=CC([O:32][C:33](=O)[NH:34][C:35]2[CH:40]=[CH:39][C:38]([N:41]3[CH:46]=[CH:45][CH:44]=[CH:43][C:42]3=[O:47])=[CH:37][C:36]=2[F:48])=CC=1)([O-])=O>>[F:48][C:36]1[CH:37]=[C:38]([N:41]2[CH:46]=[CH:45][CH:44]=[CH:43][C:42]2=[O:47])[CH:39]=[CH:40][C:35]=1[NH:34][C:33]([N:8]1[CH2:12][CH2:11][C@H:10]([CH2:13][NH:14][C:15]([C:17]2[O:18][C:19]([Br:22])=[CH:20][CH:21]=2)=[O:16])[CH2:9]1)=[O:32] |f:0.1|. Reported procedure: 59.3 Using general method H, 5-bromo-furan-2-carboxylic acid ((S)-1-pyrrolidin-3-ylmethyl)-amide trifluoro acetate was reacted with [2-fluoro-4-(2-oxo-2H-pyridin-1-yl)-phenyl]-carbamic acid 4-nitro-phenyl ester (prepared according to example 54.3) to give (R)-3-{[(5-bromo-furan-2-carbonyl)-amino]-methyl}-pyrrolidine-1-carboxylic acid[2-fluoro-4-(2-oxo-2H-pyridin-1-yl)-phenyl]-amide. White solid. MS 504.9 ([M+H]+)